Dataset: the Open Reaction Database (ORD), a public repository of structured organic reaction records. Task: describe an organic reaction: reactants, conditions, products, and yield The product is O=C(O)CCc1cn(Cc2ccc(OCc3csc(-c4cccnc4)n3)cc2)cc1-c1ccccc1. Starting materials: CCO, Cl, [Na+], C1CCOC1, [OH-], CCOC(=O)CCc1cn(Cc2ccc(OCc3csc(-c4cccnc4)n3)cc2)cc1-c1ccccc1. RXN SMILES: [CH3:47][CH2:48][OH:49].[ClH:46].[Na+:40].[O:41]1[CH2:42][CH2:43][CH2:44][CH2:45]1.[OH-:39].[c:1]1(-[c:7]2[c:8]([CH2:32][CH2:33][C:34](=[O:35])[O:36][CH2:37][CH3:38])[cH:9][n:10]([CH2:12][c:13]3[cH:14][cH:15][c:16]([O:19][CH2:20][c:21]4[n:22][c:23](-[c:26]5[cH:27][n:28][cH:29][cH:30][cH:31]5)[s:24][cH:25]4)[cH:17][cH:18]3)[cH:11]2)[cH:2][cH:3][cH:4][cH:5][cH:6]1>>[c:1]1(-[c:7]2[c:8]([CH2:32][CH2:33][C:34](=[O:35])[OH:36])[cH:9][n:10]([CH2:12][c:13]3[cH:14][cH:15][c:16]([O:19][CH2:20][c:21]4[n:22][c:23](-[c:26]5[cH:27][n:28][cH:29][cH:30][cH:31]5)[s:24][cH:25]4)[cH:17][cH:18]3)[cH:11]2)[cH:2][cH:3][cH:4][cH:5][cH:6]1. Reactants: C(C)OC(C1=CC=CC=C1)=C1C(NC2=CC=C(C=C12)[N+](=O)[O-])=O (3-(1-ethoxy-1-phenyl-methylidene)-5-nitro-2-indolinone), C(C)(C)(C)OC(=O)N[C@@H](C)C1=CC=C(N)C=C1 ((S)-4-(1-tert.butoxycarbonylamino-ethyl)-aniline). The solvent is CN(C)C=O (DMF). Yields the product C(C)(C)(C)OC(=O)N[C@@H](C)C1=CC=C(C=C1)N\C(\C1=CC=CC=C1)=C\1/C(NC2=CC=C(C=C12)[N+](=O)[O-])=O ((Z,S)-3-{1-[4-(1-tert.butoxycarbonylamino-ethyl)-phenylamino]-1-phenyl-methylidene}-5-nitro-2-indolinone). Reaction SMILES: C(O[C:4](=[C:11]1[C:19]2[C:14](=[CH:15][CH:16]=[C:17]([N+:20]([O-:22])=[O:21])[CH:18]=2)[NH:13][C:12]1=[O:23])[C:5]1[CH:10]=[CH:9][CH:8]=[CH:7][CH:6]=1)C.[C:24]([O:28][C:29]([NH:31][C@H:32]([C:34]1[CH:40]=[CH:39][C:37]([NH2:38])=[CH:36][CH:35]=1)[CH3:33])=[O:30])([CH3:27])([CH3:26])[CH3:25]>CN(C=O)C>[C:24]([O:28][C:29]([NH:31][C@H:32]([C:34]1[CH:40]=[CH:39][C:37]([NH:38]/[C:4](=[C:11]2\[C:12](=[O:23])[NH:13][C:14]3[C:19]\2=[CH:18][C:17]([N+:20]([O-:22])=[O:21])=[CH:16][CH:15]=3)/[C:5]2[CH:10]=[CH:9][CH:8]=[CH:7][CH:6]=2)=[CH:36][CH:35]=1)[CH3:33])=[O:30])([CH3:25])([CH3:26])[CH3:27]. Procedure: Prepared analogously to Example 89 from 3-(1-ethoxy-1-phenyl-methylidene)-5-nitro-2-indolinone and (S)-4-(1-tert.butoxycarbonylamino-ethyl)-aniline in DMF. The reactants are CI (methyl iodide), C(C)OCOC1=C(C=CC(=C1)OCOCC)OC (2,4-Bis(ethoxymethoxy)-1-methoxybenzene), [Li]CCCC (nBuLi). Run in C1CCOC1 (THF), C1CCOC1 (THF). Reaction conditions: temperature -78 celsius, time 1 hour. Yields the product C(C)OCOC1=C(C(=C(C=C1)OC)OCOCC)C (1,3-Bis(ethoxymethoxy)-4-methoxy-2-methylbenzene). The yield is 57.5%. RXN SMILES: [CH2:1]([O:3][CH2:4][O:5][C:6]1[CH:11]=[C:10]([O:12][CH2:13][O:14][CH2:15][CH3:16])[CH:9]=[CH:8][C:7]=1[O:17][CH3:18])[CH3:2].[Li][CH2:20]CCC.CI>C1COCC1>[CH2:15]([O:14][CH2:13][O:12][C:10]1[CH:9]=[CH:8][C:7]([O:17][CH3:18])=[C:6]([O:5][CH2:4][O:3][CH2:1][CH3:2])[C:11]=1[CH3:20])[CH3:16]. Reported procedure: A solution of 4a (632 mg, 2.27 mmol) in anhydrous THF (1.94 mL) was added dropwise to a solution of nBuLi (2.5 M in hexanes, 1.48 mL, 3.70 mmol) in anhydrous THF (1.62 mL) at room temperature. After 1 hour, the solution was cooled to −78° C. and methyl iodide (620 μL, 9.87 mmol) was added. The resulting solution was warmed to room temperature over 12 hours, and the reaction was quenched by the addition of saturated aqueous NH4Cl. Water (5 mL) was added and the solution was extracted with CH2Cl2 ... The reactants are ClC=1N(N=C2C=CC=CC12)C1=CC=C(C=C1)OCCCl (3-Chloro-2-[4-(2-chloro-ethoxy)-phenyl]-2H-indazole), CN (methylamine). Run in C(C)#N (acetonitrile). Reaction conditions: temperature 60 celsius, time 16 hour. The product is Cl.ClC=1N(N=C2C=CC=CC12)C1=CC=C(OCCNC)C=C1 ({2-[4-(3-Chloro-indazol-2-yl)-phenoxy]-ethyl}-methyl-amine hydrochloride). Yield: 179.2%. Reaction SMILES: [Cl:1][C:2]1[N:3]([C:11]2[CH:16]=[CH:15][C:14]([O:17][CH2:18][CH2:19]Cl)=[CH:13][CH:12]=2)[N:4]=[C:5]2[C:10]=1[CH:9]=[CH:8][CH:7]=[CH:6]2.[CH3:21][NH2:22]>C(#N)C>[ClH:1].[Cl:1][C:2]1[N:3]([C:11]2[CH:16]=[CH:15][C:14]([O:17][CH2:18][CH2:19][NH:22][CH3:21])=[CH:13][CH:12]=2)[N:4]=[C:5]2[C:10]=1[CH:9]=[CH:8][CH:7]=[CH:6]2 |f:3.4|. Reported procedure: A mixture of the product from Step 1 (0.1 g, 0.33 mmol), methylamine (40% in water, 3 mL, 81 mmol) in acetonitrile (2 mL) was heated to 60° C. for 7 h, and then room temperature for 16 h. The mixture was extracted with ethyl acetate. The combined organic portions were acidified with 10% HCl to pH to 1, and stirred at 0° C. for 1 h. The product was collected on a filter, washed with 1N HCl, water and hexane. After dried under vacuum, the title compound (100 mg, 91%) was obtained as hydrochloride ...